This data is from the Open Reaction Database (ORD), a public repository of structured organic reaction records. The task is: describe an organic reaction: reactants, conditions, products, and yield The reactants are C1(=CC=CC=C1)P(C1=CC=CC=C1)C1=CC=CC=C1 (triphenylphosphine), ICI (diiodomethane). Run in C1=CC=CC=C1 (benzene). The product is [I-].IC[P+](C1=CC=CC=C1)(C1=CC=CC=C1)C1=CC=CC=C1 ((Iodomethyl)triphenylphosphonium iodide). The yield is 55.7%. As a reaction SMILES: [C:1]1([P:7]([C:14]2[CH:19]=[CH:18][CH:17]=[CH:16][CH:15]=2)[C:8]2[CH:13]=[CH:12][CH:11]=[CH:10][CH:9]=2)[CH:6]=[CH:5][CH:4]=[CH:3][CH:2]=1.[I:20][CH2:21][I:22]>C1C=CC=CC=1>[I-:20].[I:22][CH2:21][P+:7]([C:8]1[CH:9]=[CH:10][CH:11]=[CH:12][CH:13]=1)([C:14]1[CH:19]=[CH:18][CH:17]=[CH:16][CH:15]=1)[C:1]1[CH:2]=[CH:3][CH:4]=[CH:5][CH:6]=1 |f:3.4|. Reported procedure: A solution of triphenylphosphine (6.56 g, 25 mmol) and diiodomethane (8.7 g, 32.5 mmol) in benzene (25 mL) was heated at 60° C. for 20 hours. The mixture was cooled to room temperature and the precipitated salt was collected by filtration, washed with benzene and dried to give the title material (7.38 g, 56%). Starting materials: O (water), CI (methyl iodide), ClC1=C(C=C(C=C1)N1C(NC=2C(C1=O)=CSC2)=S)C=C(C(=O)OCC)Cl (3-[4-chloro-3-(2-chloro-2-ethoxycarbonylethenyl)-phenyl]-4-oxo-2-thioxo-1,2,3,4-tetrahydrothieno[3,4-d]pyrimidine), C([O-])([O-])=O.[K+].[K+] (potassium carbonate). The solvent is CN(C=O)C (dimethylformamide), CN(C=O)C (dimethylformamide). Reaction conditions: temperature 10 celsius, time 2 day. The product is ClC1=C(C=C(C=C1)N1C(=NC=2C(C1=O)=CSC2)SC)C=C(C(=O)OCC)Cl (3-[4-Chloro-3-(2-chloro-2-ethoxycarbonylethenyl)-phenyl]-2-methylthio-4-oxo-3,4-dihydrothieno[3,4-d]pyrimidine). Reaction SMILES: CI.[Cl:3][C:4]1[CH:9]=[CH:8][C:7]([N:10]2[C:15](=[O:16])[C:14]3=[CH:17][S:18][CH:19]=[C:13]3[NH:12][C:11]2=[S:20])=[CH:6][C:5]=1[CH:21]=[C:22]([Cl:28])[C:23]([O:25][CH2:26][CH3:27])=[O:24].[C:29](=O)([O-])[O-].[K+].[K+].O>CN(C)C=O>[Cl:3][C:4]1[CH:9]=[CH:8][C:7]([N:10]2[C:15](=[O:16])[C:14]3=[CH:17][S:18][CH:19]=[C:13]3[N:12]=[C:11]2[S:20][CH3:29])=[CH:6][C:5]=1[CH:21]=[C:22]([Cl:28])[C:23]([O:25][CH2:26][CH3:27])=[O:24] |f:2.3.4|. Procedure: 0.28 g of methyl iodide in 5 ml of dimethylformamide was added to a solution of 0.8 g of 3-[4-chloro-3-(2-chloro-2-ethoxycarbonylethenyl)-phenyl]-4-oxo-2-thioxo-1,2,3,4-tetrahydrothieno[3,4-d]pyrimidine and 0.27 g of potassium carbonate in 40 ml of dimethylformamide. Stirring was carried out for 2 days, after which the mixture was cooled to 10° C., 80 ml of water were added and stirring was effected for a further 2 hours. The resulting precipitate was removed, washed with water and dried. Reaction conditions: temperature 75 celsius. Procedure: A mixture of 2-(chloromethyl)-8-methylimidazo[1,2-a]pyridine (Example 54, Step 1; 0.294 g), 1-(2,4-dichlorophenyl)piperazine (Example 31, Step 1; 0.396 g) diisopropylethylamine (0.35 mL), and THF (2 mL) is heated at 75° C. for 5 hours. The mixture is then concentrated under reduced pressure, partitioned between saturated aq. sodium bicarbonate and dichloromethane, and the combined organic layers are dried with MgSO4 and concentrated under reduced pressure. The residue is chromatographed on silic... Starting materials: ClCC=1N=C2N(C=CC=C2C)C1 (2-(chloromethyl)-8-methylimidazo[1,2-a]pyridine), ClC1=C(C=CC(=C1)Cl)N1CCNCC1 (1-(2,4-dichlorophenyl)piperazine), C(C)(C)N(CC)C(C)C (diisopropylethylamine). Reaction SMILES: Cl[CH2:2][C:3]1[N:4]=[C:5]2[C:10]([CH3:11])=[CH:9][CH:8]=[CH:7][N:6]2[CH:12]=1.[Cl:13][C:14]1[CH:19]=[C:18]([Cl:20])[CH:17]=[CH:16][C:15]=1[N:21]1[CH2:26][CH2:25][NH:24][CH2:23][CH2:22]1.C(N(C(C)C)CC)(C)C>C1COCC1>[Cl:13][C:14]1[CH:19]=[C:18]([Cl:20])[CH:17]=[CH:16][C:15]=1[N:21]1[CH2:22][CH2:23][N:24]([CH2:2][C:3]2[N:4]=[C:5]3[C:10]([CH3:11])=[CH:9][CH:8]=[CH:7][N:6]3[CH:12]=2)[CH2:25][CH2:26]1. Product: ClC1=C(C=CC(=C1)Cl)N1CCN(CC1)CC=1N=C2N(C=CC=C2C)C1 (2-[[4-(2,4-dichlorophenyl)-1-piperazinyl]methyl]-8-methylimidazo[1,2-a]pyridine). Run in C1CCOC1 (THF). Starting materials: Cl (HCl), C(C(=C)C)(=O)OCCN=C=O (methacryloyl oxyethyl isocyanate), [N-]=C=O (isocyanate), C1=CC(=CC=C1N)O (p-aminophenol). The solvent is O (water), CN(C(C)=O)C (N,N-Dimethyl acetamide). Run at time 5 hour. Yields the product C(C(=C)C)(=O)OCCNC(=O)NC1=CC=C(C=C1)O (2-(N′-(4-hydroxyphenyl)ureido)ethyl methacrylate). Isolated yield 93.3%. As a reaction SMILES: [CH:1]1[C:6]([NH2:7])=[CH:5][CH:4]=[C:3]([OH:8])[CH:2]=1.[C:9]([O:14][CH2:15][CH2:16][N:17]=[C:18]=[O:19])(=[O:13])[C:10]([CH3:12])=[CH2:11].[N-]=C=O.Cl>O.CN(C)C(=O)C>[C:9]([O:14][CH2:15][CH2:16][NH:17][C:18]([NH:7][C:6]1[CH:5]=[CH:4][C:3]([OH:8])=[CH:2][CH:1]=1)=[O:19])(=[O:13])[C:10]([CH3:12])=[CH2:11]. Procedure: Into a 1 liter fask 500 g of N,N-Dimethyl acetamide and 173.5 g (1.6 mole) of p-aminophenol were added. This mixture was placed in cold bath and 234.9 g (1.5 mole) of methacryloyl oxyethyl isocyanate was added over a period of 1 hour. After the addition was complete, stirring was continued for 5 hours at room temperature. The mixture was tested for isocyanate functionality using IR spectroscopy. 30 ml of concentrated HCl was added to the mixture and was stirred for 15 minutes. The mixture was po... Reactants: O=C(Cl)OC(Cl)(Cl)Cl, Cc1ccccc1, COc1ccc(N)c(F)c1, COc1ccc(NC(=O)NC(C#N)=C(N)C#N)c(F)c1. Yields the product COc1ccc(N=C=O)c(F)c1. Reaction SMILES: [C:31]([Cl:32])(=[O:33])[O:34][C:35]([Cl:36])([Cl:37])[Cl:38].[CH3:39][c:40]1[cH:41][cH:42][cH:43][cH:44][cH:45]1.[F:21][c:22]1[cH:23][c:24]([O:25][CH3:26])[cH:27][cH:28][c:29]1[NH2:30].[NH2:1][C:2]([C:3]#[N:4])=[C:5]([NH:6][C:7](=[O:8])[NH:9][c:10]1[c:11]([F:18])[cH:12][c:13]([O:16][CH3:17])[cH:14][cH:15]1)[C:19]#[N:20]>>[C:7](=[O:8])=[N:9][c:10]1[c:11]([F:18])[cH:12][c:13]([O:16][CH3:17])[cH:14][cH:15]1.